From a dataset of the Open Reaction Database (ORD), a public repository of structured organic reaction records. describe an organic reaction: reactants, conditions, products, and yield Reactants: C(C)(C)(C)OC(CNCCOC)=O (N-(2-methoxyethyl)glycine tert-butyl ester), C(C1=CC=CC=C1)O (benzyl alcohol), O.C1(=CC=C(C=C1)S(=O)(=O)O)C (p-toluenesulfonic acid monohydrate), O (water), O (water). Run in C1=CC=CC=C1 (benzene). Conditions: time 2 hour. Yields the product C1(=CC=C(C=C1)S(=O)(=O)O)C.C(C1=CC=CC=C1)OC(CNCCOC)=O (N-(2-methoxyethyl)glycine benzyl ester p-toluenesulfonate). Yield: 85.0%. Reaction SMILES: [C:1]([O:5][C:6](=[O:13])[CH2:7][NH:8][CH2:9][CH2:10][O:11][CH3:12])([CH3:4])(C)C.C(O)[C:15]1[CH:20]=[CH:19]C=[CH:17][CH:16]=1.O.[C:23]1([CH3:33])[CH:28]=[CH:27][C:26]([S:29]([OH:32])(=[O:31])=[O:30])=[CH:25][CH:24]=1.O>C1C=CC=CC=1>[C:23]1([CH3:33])[CH:24]=[CH:25][C:26]([S:29]([OH:32])(=[O:30])=[O:31])=[CH:27][CH:28]=1.[CH2:1]([O:5][C:6](=[O:13])[CH2:7][NH:8][CH2:9][CH2:10][O:11][CH3:12])[C:4]1[CH:19]=[CH:20][CH:15]=[CH:16][CH:17]=1 |f:2.3,6.7|. Reported procedure: To a solution of 55.8 g of N-(2-methoxyethyl)glycine tert-butyl ester in 200 ml of benzene was added 63.8 g of benzyl alcohol and 72.9 of p-toluenesulfonic acid monohydrate. The mixture was heated at reflux for 10 hours with the continuous removal of water through a Dean-Stark water trap. At the end of this period, the solution was concentrated in vacuo, and to the residue was added 300 ml of dry ethyl ether. After 2 hours at room temperature, the formed precipitate was filtered, washed with dry... The reactants are BrCC#C (3-bromopropyne), C1(CCCCC1)CCN (cyclohexylethylamine), C([O-])([O-])=O.[K+].[K+] (potassium carbonate). Solvent: C(C)#N (acetonitrile). Conditions: temperature 80 celsius. Product: C1(CCCCC1)CCNCC#C (Cyclohexylethylprop-2-ynylamine). RXN SMILES: Br[CH2:2][C:3]#[CH:4].[CH:5]1([CH2:11][CH2:12][NH2:13])[CH2:10][CH2:9][CH2:8][CH2:7][CH2:6]1.C(=O)([O-])[O-].[K+].[K+]>C(#N)C>[CH:5]1([CH2:11][CH2:12][NH:13][CH2:4][C:3]#[CH:2])[CH2:10][CH2:9][CH2:8][CH2:7][CH2:6]1 |f:2.3.4|. Reported procedure: 20 ml of 80% 3-bromopropyne are added dropwise to 30.3 ml of cyclohexylethylamine and 29.7 g of potassium carbonate in 300 ml of acetonitrile. The reaction mixture is heated at 50° C. for 12 hours and at 80° C. for 6 hours. The resulting mixture is filtered and the solvents are evaporated off under reduced pressure. Compound V.1 is purified by distillation. RXN SMILES: [Br:1][C:2]1[CH:3]=[N:4][C:5]([NH2:8])=[N:6][CH:7]=1.Br[CH:10]([CH3:16])[C:11]([CH:13]1[CH2:15][CH2:14]1)=O>CN(C=O)C>[Br:1][C:2]1[CH:3]=[N:4][C:5]2[N:6]([C:10]([CH3:16])=[C:11]([CH:13]3[CH2:15][CH2:14]3)[N:8]=2)[CH:7]=1. Reported procedure: To a solution of 5-bromopyrimidin-2-amine (500 mg) in DMF (10 ml) was added 2-bromo-1-cyclopropylpropan-1-one (1.02 g) at room temperature, and the mixture was stirred at 100° C. for 24 h. The mixture was partitioned between EtOAc and 1 M NaOH, and the organic layer was washed with 1 M NaOH and brine successively, dried over MgSO4, concentrated in vacuo, and purified by NH silica gel column chromatography (hexane/EtOAc) to give the title compound (89 mg) as yellow crystals. The solvent is CN(C)C=O (DMF). Yields the product BrC=1C=NC=2N(C1)C(=C(N2)C2CC2)C (6-Bromo-2-cyclopropyl-3-methylimidazo[1,2-a]pyrimidine). Isolated yield 12.3%. Starting materials: BrC=1C=NC(=NC1)N (5-bromopyrimidin-2-amine), BrC(C(=O)C1CC1)C (2-bromo-1-cyclopropylpropan-1-one). Conditions: temperature 100 celsius, time 24 hour. RXN SMILES: [CH3:18][CH2:19][O:20][C:21](=[O:22])[CH3:23].[F:1][C:2]([O:3][c:4]1[cH:5][c:6]([N+:11]([O-:12])=[O:13])[c:7]([OH:10])[cH:8][cH:9]1)([F:14])[F:15].[H:16][H:17]>>[F:1][C:2]([O:3][c:4]1[cH:5][c:6]([NH2:11])[c:7]([OH:10])[cH:8][cH:9]1)([F:14])[F:15]. Yields the product Nc1cc(OC(F)(F)F)ccc1O. The reactants are CCOC(C)=O, O=[N+]([O-])c1cc(OC(F)(F)F)ccc1O, [H][H]. Reactants: ClC=1N=NC(=CC1)C1=CC=C(C=C1)C#N (3-chloro-6-(4-cyanophenyl)pyridazine), CN1CC(CCC1)CN1CCNCC1 ((1-methylpiperidin-3-ylmethyl)piperazine). The product is Cl.Cl.Cl.CN1CC(CCC1)CN1CCN(CC1)C1=CC=C(N=N1)C1=CC=C(C#N)C=C1 (4-{6-[4-(1-Methylpiperidin-3-ylmethyl)piperazin-1-yl]pyridazin-3-yl}benzonitrile, trihydrochloride). Reaction SMILES: [Cl:1][C:2]1[N:3]=[N:4][C:5]([C:8]2[CH:13]=[CH:12][C:11]([C:14]#[N:15])=[CH:10][CH:9]=2)=[CH:6][CH:7]=1.[CH3:16][N:17]1[CH2:22][CH2:21][CH2:20][CH:19]([CH2:23][N:24]2[CH2:29][CH2:28][NH:27][CH2:26][CH2:25]2)[CH2:18]1>>[ClH:1].[ClH:1].[ClH:1].[CH3:16][N:17]1[CH2:22][CH2:21][CH2:20][CH:19]([CH2:23][N:24]2[CH2:29][CH2:28][N:27]([C:2]3[N:3]=[N:4][C:5]([C:8]4[CH:13]=[CH:12][C:11]([C:14]#[N:15])=[CH:10][CH:9]=4)=[CH:6][CH:7]=3)[CH2:26][CH2:25]2)[CH2:18]1 |f:2.3.4.5|. Procedure: The title compound was prepared by a similar procedure to that described in Example 1, starting from 3-chloro-6-(4-cyanophenyl)pyridazine and (1-methylpiperidin-3-ylmethyl)piperazine. The reactants are [BH4-], COCCCCn1c(C(=O)N(CC(C)C)C2CC(C(=O)O)CN(C(=O)OC(C)(C)C)C2)nc2ccc(F)cc21, CCOC(=O)Cl, O=C([O-])O, C1CCOC1, CN1CCOCC1, CO, [Na+], [Na+]. Yields the product COCCCCn1c(C(=O)N(CC(C)C)C2CC(CO)CN(C(=O)OC(C)(C)C)C2)nc2ccc(F)cc21. As a reaction SMILES: [BH4-:53].[C:1]([CH3:2])([CH3:3])([CH3:4])[O:5][C:6](=[O:7])[N:8]1[CH2:9][CH:10]([C:37](=[O:38])[OH:39])[CH2:11][CH:12]([N:14]([CH2:15][CH:16]([CH3:17])[CH3:18])[C:19](=[O:20])[c:21]2[n:22][c:23]3[c:24]([n:25]2[CH2:26][CH2:27][CH2:28][CH2:29][O:30][CH3:31])[cH:32][c:33]([F:36])[cH:34][cH:35]3)[CH2:13]1.[C:47]([Cl:48])(=[O:49])[O:50][CH2:51][CH3:52].[C:60](=[O:61])([OH:62])[O-:63].[CH2:55]1[O:56][CH2:57][CH2:58][CH2:59]1.[CH3:40][N:41]1[CH2:42][CH2:43][O:44][CH2:45][CH2:46]1.[CH3:65][OH:66].[Na+:54].[Na+:64]>>[C:1]([CH3:2])([CH3:3])([CH3:4])[O:5][C:6](=[O:7])[N:8]1[CH2:9][CH:10]([CH2:37][OH:38])[CH2:11][CH:12]([N:14]([CH2:15][CH:16]([CH3:17])[CH3:18])[C:19](=[O:20])[c:21]2[n:22][c:23]3[c:24]([n:25]2[CH2:26][CH2:27][CH2:28][CH2:29][O:30][CH3:31])[cH:32][c:33]([F:36])[cH:34][cH:35]3)[CH2:13]1. Starting materials: CCO, O=N[O-], Cc1cc(I)c(N)c([N+](=O)[O-])c1, [Na+], O, O=S(=O)(O)O. The product is Cc1cc(I)cc([N+](=O)[O-])c1. Reaction SMILES: [CH3:23][CH2:24][OH:25].[N:18]([O-:19])=[O:20].[NH2:1][c:2]1[c:3]([I:12])[cH:4][c:5]([CH3:11])[cH:6][c:7]1[N+:8](=[O:9])[O-:10].[Na+:21].[OH2:22].[S:13](=[O:14])(=[O:15])([OH:16])[OH:17]>>[cH:2]1[c:3]([I:12])[cH:4][c:5]([CH3:11])[cH:6][c:7]1[N+:8](=[O:9])[O-:10]. Starting materials: O (water), [F-].[K+] (potassium fluoride), [F-].[K+] (KF), C(C1=CC=CC=C1)(C1=CC=CC=C1)(C1=CC=CC=C1)SCCNC(=O)C1=CC=C(COS(=O)(=O)C)C=C1 (methanesulphonic acid 4-[2-(tritylsulphanyl)ethylcarbamoyl]benzyl ester). The solvent is C(C)#N (acetonitrile), C(C)#N (acetonitrile), C(C)#N (acetonitrile). Conditions: temperature 65 celsius, time 5 minute. The product is FCC1=CC=C(C(=O)NCCSC(C2=CC=CC=C2)(C2=CC=CC=C2)C2=CC=CC=C2)C=C1 (4-Fluoromethyl-N-[2-(tritylsulphanyl)ethyl]benzamide). Yield: 24.7%. RXN SMILES: [F-:1].[K+].[C:3]([S:22][CH2:23][CH2:24][NH:25][C:26]([C:28]1[CH:39]=[CH:38][C:31]([CH2:32]OS(C)(=O)=O)=[CH:30][CH:29]=1)=[O:27])([C:16]1[CH:21]=[CH:20][CH:19]=[CH:18][CH:17]=1)([C:10]1[CH:15]=[CH:14][CH:13]=[CH:12][CH:11]=1)[C:4]1[CH:9]=[CH:8][CH:7]=[CH:6][CH:5]=1.O>C(#N)C>[F:1][CH2:32][C:31]1[CH:38]=[CH:39][C:28]([C:26]([NH:25][CH2:24][CH2:23][S:22][C:3]([C:16]2[CH:21]=[CH:20][CH:19]=[CH:18][CH:17]=2)([C:10]2[CH:15]=[CH:14][CH:13]=[CH:12][CH:11]=2)[C:4]2[CH:9]=[CH:8][CH:7]=[CH:6][CH:5]=2)=[O:27])=[CH:29][CH:30]=1 |f:0.1|. Reported procedure: A solution of Kryptofix (Fluka, 15 mg, 40 μmol) in dry acetonitrile (200 μl) was added to solid potassium fluoride (2.3 mg, 80 μmol). The mixture was shaken for 5 min. The Kryptofix/KF-solution was added to a solution of methanesulphonic acid 4-[2-(tritylsulphanyl)ethylcarbamoyl]benzyl ester (21 mg, 40 μmol) in acetonitrile (400 μl). The mixture was heated at 65° C. for 10 min. An aliquot was analysed by HPLC (column Phenomenex Luna 3 μm C18(2) 50×4.60 mm; solvents: A=water/0.1% TFA and B=aceton...